Dataset: the Open Reaction Database (ORD), a public repository of structured organic reaction records. Task: describe an organic reaction: reactants, conditions, products, and yield The reactants are C(CCCCC)OC1=NC(=CC=C1)C=CC1=CC=CC(=N1)OCCCCCC (1,2-bis(2-hexyloxypyridin-6-yl)ethene), II (iodine), quartz. The reagents and catalysts are [Pd].CC(=O)[O-].CC(=O)[O-].[Pb+2] (Lindlar catalyst). The solvent is C1CCOC1 (THF), C1CCCCC1 (cyclohexane). Yields the product C(CCCCC)OC1=NC=2C=CC3=NC(=CC=C3C2C=C1)OCCCCCC (2,7-bis(hexyloxy)-1,8-diazaphenanthrene). As a reaction SMILES: [CH2:1]([O:7][C:8]1[CH:13]=[CH:12][CH:11]=[C:10]([CH:14]=[CH:15][C:16]2[N:21]=[C:20]([O:22][CH2:23][CH2:24][CH2:25][CH2:26][CH2:27][CH3:28])[CH:19]=[CH:18][CH:17]=2)[N:9]=1)[CH2:2][CH2:3][CH2:4][CH2:5][CH3:6].II>C1COCC1.[Pd].CC([O-])=O.CC([O-])=O.[Pb+2].C1CCCCC1>[CH2:1]([O:7][C:8]1[CH:13]=[CH:12][C:11]2[C:17]3[C:16](=[N:21][C:20]([O:22][CH2:23][CH2:24][CH2:25][CH2:26][CH2:27][CH3:28])=[CH:19][CH:18]=3)[CH:15]=[CH:14][C:10]=2[N:9]=1)[CH2:2][CH2:3][CH2:4][CH2:5][CH3:6] |f:3.4.5.6|. Procedure details: A mixture of 7.7 g of 2-bromo-6-hexyloxypyridine (prepared by reacting 2,6-dibromopyridine with sodium hexoxide in DMF), 3.9 g of trimethylsilylacetylene, 0.4 g of bis(triphenylphosphine)palladium(II) chloride and 0.05 g of copper (I) iodide in 100 ml of diethylamine is stirred at 20° C. for 12 hours. After the volatile constituents have been removed in a rotary evaporator, the mixture is filtered through SiO2 using dichloromethane; the crude 1-(2-bromopyridin-6-yl)-2-trimethylsilylethtne (7.5 g...